Dataset: the Open Reaction Database (ORD), a public repository of structured organic reaction records. Task: describe an organic reaction: reactants, conditions, products, and yield Reactants: chloronitrobenzenes, C([O-])([O-])=O.[K+].[K+] (potassium carbonate), CS (methanethiol), aryl methyl sulphides, [OH-].[Na+] (sodium hydroxide), ClC1=C(C=CC=C1Cl)[N+](=O)[O-] (2,3-dichloro-nitrobenzene), C(C1=CC=CC=C1)S (benzylmercaptan). Yields the product C(C1=CC=CC=C1)SC1=C(C=CC=C1[N+](=O)[O-])Cl (2-chloro-6-nitrophenyl benzyl sulphide). The yield is 56.0%. As a reaction SMILES: [OH-].[Na+].C(=O)([O-])[O-].[K+].[K+].CS.Cl[C:12]1[C:17]([Cl:18])=[CH:16][CH:15]=[CH:14][C:13]=1[N+:19]([O-:21])=[O:20].[CH2:22]([SH:29])[C:23]1[CH:28]=[CH:27][CH:26]=[CH:25][CH:24]=1>>[CH2:22]([S:29][C:12]1[C:13]([N+:19]([O-:21])=[O:20])=[CH:14][CH:15]=[CH:16][C:17]=1[Cl:18])[C:23]1[CH:28]=[CH:27][CH:26]=[CH:25][CH:24]=1 |f:0.1,2.3.4|. Procedure details: It is known to convert chloronitrobenzenes containing activated chlorine atoms to the corresponding aryl methyl sulphides in alcoholic solution or suspension, in the presence of sodium hydroxide solution or potassium carbonate, by the introduction of methanethiol (Houben-Weyl, vol. E 11 (1985), p. 175). The yields achieved by this method, however, are only 52-78% of theory. The reaction of 2,3-dichloro-nitrobenzene with benzylmercaptan in the presence of a base gave 2-chloro-6-nitrophenyl benzyl... Procedure: To a solution of 2-(4-methyl-1-oxo-1,3-dihydro-2-benzofuran-5-yl)propanoic acid (300 mg, 1.4 mmol) in 18 mL of anhydrous THF was added BH3.THF (2 mL, 2 mmol) dropwise at 0° C. Then the mixture was warmed to room temperature slowly and then stirred for 3 hours. Then the mixture was quenched with MeOH and the solvent was removed under vacuum. The residue was the purified via prep-TLC to give 5-(2-hydroxy-1-methylethyl)-4-methyl-2-benzofuran-1(3H)-one. The reactants are CC1=C(C=CC=2C(OCC21)=O)C(C(=O)O)C (2-(4-methyl-1-oxo-1,3-dihydro-2-benzofuran-5-yl)propanoic acid), B.C1CCOC1 (BH3.THF). Product: OCC(C)C1=C(C2=C(C(OC2)=O)C=C1)C (5-(2-hydroxy-1-methylethyl)-4-methyl-2-benzofuran-1(3H)-one). As a reaction SMILES: [CH3:1][C:2]1[C:10]2[CH2:9][O:8][C:7](=[O:11])[C:6]=2[CH:5]=[CH:4][C:3]=1[CH:12]([CH3:16])[C:13](O)=[O:14].B.C1COCC1>C1COCC1>[OH:14][CH2:13][CH:12]([C:3]1[CH:4]=[CH:5][C:6]2[C:7](=[O:11])[O:8][CH2:9][C:10]=2[C:2]=1[CH3:1])[CH3:16] |f:1.2|. Conditions: time 3 hour. The solvent is C1CCOC1 (THF). Starting materials: CCOc1c(Nc2ccccc2O)c(=O)c1=O, CS(C)=O, Nc1ccccc1-c1ccccc1. The product is O=c1c(Nc2ccccc2O)c(Nc2ccccc2-c2ccccc2)c1=O. As a reaction SMILES: [CH2:1]([O:2][c:4]1[c:5](=[O:17])[c:6](=[O:16])[c:7]1[NH:8][c:9]1[c:10]([OH:15])[cH:11][cH:12][cH:13][cH:14]1)[CH3:3].[CH3:31][S:32]([CH3:33])=[O:34].[NH2:18][c:19]1[c:20](-[c:25]2[cH:26][cH:27][cH:28][cH:29][cH:30]2)[cH:21][cH:22][cH:23][cH:24]1>>[c:4]1([NH:18][c:19]2[c:20](-[c:25]3[cH:26][cH:27][cH:28][cH:29][cH:30]3)[cH:21][cH:22][cH:23][cH:24]2)[c:5](=[O:17])[c:6](=[O:16])[c:7]1[NH:8][c:9]1[c:10]([OH:15])[cH:11][cH:12][cH:13][cH:14]1. Starting materials: ClC1=NC=C(C(=N1)Cl)C(F)(F)F (2,4-dichloro-5-trifluoromethylpyrimidine), C(Cl)Cl (DCM), NC1=CC=C(C(=O)OCC2=CC=CC=C2)C=C1 (benzyl 4-aminobenzoate), CCN(C(C)C)C(C)C (Hünig base). Run in CC(=O)N(C)C (DMA), CC(=O)N(C)C (DMA). Reaction conditions: temperature 60 celsius, time 8 hour. Yields the product ClC1=NC(=NC=C1C(F)(F)F)NC1=CC=C(C(=O)OCC2=CC=CC=C2)C=C1 (benzyl 4-(4-chloro-5-trifluoromethyl-pyrimidin-2-ylamino)-benzoate). RXN SMILES: [NH2:1][C:2]1[CH:17]=[CH:16][C:5]([C:6]([O:8][CH2:9][C:10]2[CH:15]=[CH:14][CH:13]=[CH:12][CH:11]=2)=[O:7])=[CH:4][CH:3]=1.CCN(C(C)C)C(C)C.Cl[C:28]1[N:33]=[C:32]([Cl:34])[C:31]([C:35]([F:38])([F:37])[F:36])=[CH:30][N:29]=1.C(Cl)Cl>CC(N(C)C)=O>[Cl:34][C:32]1[C:31]([C:35]([F:37])([F:36])[F:38])=[CH:30][N:29]=[C:28]([NH:1][C:2]2[CH:17]=[CH:16][C:5]([C:6]([O:8][CH2:9][C:10]3[CH:15]=[CH:14][CH:13]=[CH:12][CH:11]=3)=[O:7])=[CH:4][CH:3]=2)[N:33]=1. Procedure: 10 g (44 mmol) benzyl 4-aminobenzoate are dissolved in 200 mL DMA, 8 mL Hünig base (0.97 eq) are added and 10.4 g (48.21 mmol) 2,4-dichloro-5-trifluoromethylpyrimidine, dissolved in 50 mL DMA, are added dropwise at RT to this solution. The reaction mixture is stirred at 60° C. overnight, then combined with 300 mL DCM and extracted with water (3 times 300 mL). The organic phase is dried and the solvent is eliminated in vacuo. The crude product is combined with 100 mL MeOH, digested and left to st... Starting materials: [Li]CCCC, C1CCOC1, COc1ccccc1N1CCN(CCc2ccncc2)CC1, Fc1ccc(CBr)cc1, O. Yields the product COc1ccccc1N1CCN(CC(Cc2ccc(F)cc2)c2ccncc2)CC1. As a reaction SMILES: [CH2:23]([Li:24])[CH2:25][CH2:26][CH3:27].[CH2:38]1[O:39][CH2:40][CH2:41][CH2:42]1.[CH3:1][O:2][c:3]1[c:4]([N:9]2[CH2:10][CH2:11][N:12]([CH2:15][CH2:16][c:17]3[cH:18][cH:19][n:20][cH:21][cH:22]3)[CH2:13][CH2:14]2)[cH:5][cH:6][cH:7][cH:8]1.[F:28][c:29]1[cH:30][cH:31][c:32]([CH2:33][Br:34])[cH:35][cH:36]1.[OH2:37]>>[CH3:1][O:2][c:3]1[c:4]([N:9]2[CH2:10][CH2:11][N:12]([CH2:15][CH:16]([c:17]3[cH:18][cH:19][n:20][cH:21][cH:22]3)[CH2:33][c:32]3[cH:31][cH:30][c:29]([F:28])[cH:36][cH:35]3)[CH2:13][CH2:14]2)[cH:5][cH:6][cH:7][cH:8]1.